From a dataset of the Open Reaction Database (ORD), a public repository of structured organic reaction records. describe an organic reaction: reactants, conditions, products, and yield Starting materials: Brc1ccc(OCc2ccccc2)cc1, COc1c(C)c(C=O)c(OC)c(OC)c1OC, [Cl-], [Mg], [NH4+], C1CCOC1. The product is COc1c(C)c(C(O)c2ccc(OCc3ccccc3)cc2)c(OC)c(OC)c1OC. Reaction SMILES: [CH2:18]([c:19]1[cH:20][cH:21][cH:22][cH:23][cH:24]1)[O:25][c:26]1[cH:27][cH:28][c:29]([Br:32])[cH:30][cH:31]1.[CH3:1][O:2][c:3]1[c:4]([CH3:17])[c:5]([CH:6]=[O:7])[c:8]([O:15][CH3:16])[c:9]([O:13][CH3:14])[c:10]1[O:11][CH3:12].[Cl-:34].[Mg:33].[NH4+:35].[O:36]1[CH2:37][CH2:38][CH2:39][CH2:40]1>>[CH3:1][O:2][c:3]1[c:4]([CH3:17])[c:5]([CH:6]([OH:7])[c:29]2[cH:28][cH:27][c:26]([O:25][CH2:18][c:19]3[cH:20][cH:21][cH:22][cH:23][cH:24]3)[cH:31][cH:30]2)[c:8]([O:15][CH3:16])[c:9]([O:13][CH3:14])[c:10]1[O:11][CH3:12].